From a dataset of the Open Reaction Database (ORD), a public repository of structured organic reaction records. describe an organic reaction: reactants, conditions, products, and yield The reactants are C(=O)C=1C=CC(=NC1)OC1=CC=C(C(=O)N)C=C1 (4-(5-formyl-pyridin-2-yloxy)-benzamide), CC(=O)O (AcOH), C1(=CC=CC=C1)C1CNCC1 ((±)-3-phenyl-pyrrolidine), C(C)(=O)O[BH-](OC(C)=O)OC(C)=O.[Na+] (sodium triacetoxy-borohydride). Run in C(Cl)Cl (CH2Cl2). Conditions: time 8 hour. The product is C1(=CC=CC=C1)C1CN(CC1)CC=1C=CC(=NC1)OC1=CC=C(C(=O)N)C=C1 ((±)-4-[5-(3-Phenyl-pyrrolidin-1-ylmethyl)-pyridin-2-yloxy]-benzamide). Isolated yield 36.2%. Reaction SMILES: [CH:1]([C:3]1[CH:4]=[CH:5][C:6]([O:9][C:10]2[CH:18]=[CH:17][C:13]([C:14]([NH2:16])=[O:15])=[CH:12][CH:11]=2)=[N:7][CH:8]=1)=O.[C:19]1([CH:25]2[CH2:29][CH2:28][NH:27][CH2:26]2)[CH:24]=[CH:23][CH:22]=[CH:21][CH:20]=1.C(O[BH-](OC(=O)C)OC(=O)C)(=O)C.[Na+].CC(O)=O>C(Cl)Cl>[C:19]1([CH:25]2[CH2:29][CH2:28][N:27]([CH2:1][C:3]3[CH:4]=[CH:5][C:6]([O:9][C:10]4[CH:18]=[CH:17][C:13]([C:14]([NH2:16])=[O:15])=[CH:12][CH:11]=4)=[N:7][CH:8]=3)[CH2:26]2)[CH:24]=[CH:23][CH:22]=[CH:21][CH:20]=1 |f:2.3|. Procedure details: Combine 4-(5-formyl-pyridin-2-yloxy)-benzamide (100 mg, 0.413 mmol), (±)-3-phenyl-pyrrolidine (78 mg, 0.318 mmol), sodium triacetoxy-borohydride (101 mg, 0.477 mmol), AcOH (0.018 mL, 0.318 mmol) in CH2Cl2 (5 mL). Stir at rt overnight. Pour the reaction mixture onto an SCX column, eluting with ammonia (2M in methanol) followed by chromatography [CH2Cl2:ammonia (2.0 M in methanol) 20:1] to provide the title compound (43 mg, 36%). Mass spectrum (ion spray): m/z=373.9 (M+1); 1H NMR (DMSO-d6): 8.09 (...